This data is from the Open Reaction Database (ORD), a public repository of structured organic reaction records. The task is: describe an organic reaction: reactants, conditions, products, and yield Reactants: C=1C(=C(C=C(C1F)F)F)C[C@H](CC(=O)N2CCN3C(=NN=C3C(F)(F)F)C2)N (Sitagliptin), C(C1=CC=CC=C1)(=O)O (Benzoic acid). The solvent is C(C)(C)O (isopropanol). Conditions: temperature 80 celsius, time 21.5 hour. Yields the product C=1C(=C(C=C(C1F)F)F)C[C@H](CC(=O)N2CCN3C(=NN=C3C(F)(F)F)C2)N.C(C1=CC=CC=C1)(=O)[O-] (Sitagliptin Benzoate). Reaction SMILES: [CH:1]1[C:2]([CH2:10][C@@H:11]([NH2:28])[CH2:12][C:13]([N:15]2[CH2:27][C:19]3=[N:20][N:21]=[C:22]([C:23]([F:26])([F:25])[F:24])[N:18]3[CH2:17][CH2:16]2)=[O:14])=[C:3]([F:9])[CH:4]=[C:5]([F:8])[C:6]=1[F:7].[C:29]([OH:37])(=[O:36])[C:30]1[CH:35]=[CH:34][CH:33]=[CH:32][CH:31]=1>C(O)(C)C>[CH:1]1[C:2]([CH2:10][C@@H:11]([NH2:28])[CH2:12][C:13]([N:15]2[CH2:27][C:19]3=[N:20][N:21]=[C:22]([C:23]([F:26])([F:25])[F:24])[N:18]3[CH2:17][CH2:16]2)=[O:14])=[C:3]([F:9])[CH:4]=[C:5]([F:8])[C:6]=1[F:7].[C:29]([O-:37])(=[O:36])[C:30]1[CH:35]=[CH:34][CH:33]=[CH:32][CH:31]=1 |f:3.4|. Procedure: Sitagliptin (5 g) and isopropanol (75 mL) are charged into a round-bottom flask and the mixture is heated to about 80° C. for about 20 minutes to obtain a clear dissolution. Benzoic acid (1.49 g) is added and the reaction mixture is refluxed for about 1.5 hours. The reaction mixture is cooled to about 30° C. and stirred for about 21.5 hours. The separated solid is filtered, washed with isopropanol (5 mL), and dried under reduced pressure at about 40° C. for about 1.5 hours to afford the title co... The reactants are CS(=O)(=O)O (methanesulfonic acid), O (water), C12NC(C(C=C1)C2)=O ((-)-2-azabicyclo[2.2.1]hept-5-en-3-one). The solvent is O1CCCC1 (tetrahydrofuran). Reaction conditions: temperature 35 celsius. Product: CS(=O)(=O)O.N[C@H]1C=C[C@H](C1)C(=O)O ((-)-(1S,4R)-4-Amino-2-cyclopentene-1-carboxylic acid methanesulfonate). Yield: 0.6%. RXN SMILES: [CH:1]12[CH2:7][CH:4]([CH:5]=[CH:6]1)[C:3](=[O:8])[NH:2]2.[CH3:9][S:10]([OH:13])(=[O:12])=[O:11].[OH2:14]>O1CCCC1>[CH3:9][S:10]([OH:13])(=[O:12])=[O:11].[NH2:2][C@@H:1]1[CH2:7][C@H:4]([C:3]([OH:8])=[O:14])[CH:5]=[CH:6]1 |f:4.5|. Procedure details: A solution of (-)-2-azabicyclo[2.2.1]hept-5-en-3-one (97.45 g, 0.8929 mol, Enzymatix Ltd.) in tetrahydrofuran (500 mL) was filtered and warmed to 35° C. A solution of methanesulfonic acid (63.7 mL, 0.9817 mol) in water (24.1 mL, 1.34 mol) was added over the course of 1.5 hours such that the ensuing exotherm did not exceed 45° C. The resulting slurry was heated at 60° C. for three hours, then allowed to cool to room temperature over the course of 15 hours. The slurry was filtered and the cake was... Product: Cc1ccc(Nc2ncc(-c3cccnc3)c3cccnc23)nc1. RXN SMILES: [Br:18][c:19]1[n:20][cH:21][c:22]([CH3:25])[cH:23][cH:24]1.[n:1]1[cH:2][c:3](-[c:7]2[c:8]3[cH:9][cH:10][cH:11][n:12][c:13]3[c:14]([NH2:17])[n:15][cH:16]2)[cH:4][cH:5][cH:6]1>>[n:1]1[cH:2][c:3](-[c:7]2[c:8]3[cH:9][cH:10][cH:11][n:12][c:13]3[c:14]([NH:17][c:19]3[n:20][cH:21][c:22]([CH3:25])[cH:23][cH:24]3)[n:15][cH:16]2)[cH:4][cH:5][cH:6]1. Reactants: Cc1ccc(Br)nc1, Nc1ncc(-c2cccnc2)c2cccnc12. The reactants are O (water), FC1=C2C(CCOC2=CC(=C1)F)=O (5,7-Difluoro-2,3-dihydro-4H-chromen-4-one), solution, C1(CC1)[Mg]Br (cyclopropylmagnesium bromide). Solvent: C(C)OCC (diethyl ether), C(C)OCC (diethyl ether), O1CCCC1 (tetrahydrofuran). Reaction conditions: temperature 0 celsius, time 1 hour. Yields the product C1(CC1)C1(CCOC2=CC(=CC(=C12)F)F)O (4-Cyclopropyl-5,7-difluoro-3,4-dihydro-2H-chromen-4-ol). RXN SMILES: [F:1][C:2]1[CH:11]=[C:10]([F:12])[CH:9]=[C:8]2[C:3]=1[C:4](=[O:13])[CH2:5][CH2:6][O:7]2.[CH:14]1([Mg]Br)[CH2:16][CH2:15]1.O>C(OCC)C.O1CCCC1>[CH:14]1([C:4]2([OH:13])[C:3]3[C:8](=[CH:9][C:10]([F:12])=[CH:11][C:2]=3[F:1])[O:7][CH2:6][CH2:5]2)[CH2:16][CH2:15]1. Procedure: 2.00 g (10.86 mmol) of the compound from Example 170A were dissolved in 40 ml of diethyl ether at 0° C., and 32.6 ml (16.29 mmol) of a 0.5N solution of cyclopropylmagnesium bromide in tetrahydrofuran were slowly added dropwise. Stirring at 0° C. for 1 h was followed by warming to RT, addition of water and diethyl ether to the reaction solution and separation of the phases. The aqueous phase was extracted with diethyl ether, and the combined organic phases were dried over sodium sulfate and filte... Starting materials: resultant mixture, C1(=CC=CC=C1)C(N1CC(C1)N1CC(CC1)O)C1=CC=CC=C1 (1-[1-(Diphenylmethyl)azetidin-3-yl]pyrrolidin-3-ol), Cl (HCl). Reagents/catalysts: [Pd] (palladium on activated carbon), [OH-].[OH-].[Pd+2] (palladium hydroxide on carbon). The solvent is C(C)O (ethanol). Reaction conditions: time 8 hour. The product is Cl.Cl.N1CC(C1)N1CC(CC1)O (1-azetidin-3-ylpyrrolidin-3-ol dihydrochloride). The yield is 79.0%. RXN SMILES: C1(C(C2C=CC=CC=2)[N:8]2[CH2:11][CH:10]([N:12]3[CH2:16][CH2:15][CH:14]([OH:17])[CH2:13]3)[CH2:9]2)C=CC=CC=1.[ClH:24]>C(O)C.[Pd].[OH-].[OH-].[Pd+2]>[ClH:24].[ClH:24].[NH:8]1[CH2:11][CH:10]([N:12]2[CH2:16][CH2:15][CH:14]([OH:17])[CH2:13]2)[CH2:9]1 |f:4.5.6,7.8.9|. Procedure details: 1-[1-(Diphenylmethyl)azetidin-3-yl]pyrrolidin-3-ol (310 mg, 0.98 mmol) was dissolved in ethanol (20 mL). A mixture of palladium hydroxide on carbon and palladium on activated carbon was added and to the resultant mixture was then added concentrated HCl (0.1 mL) dropwise. The mixture was stirred under hydrogen (5 atm) at room temperature overnight and then the catalyst was filtered off by means of Celite®. The solvent was removed by evaporation and the residue triturated with CH2Cl2. There was ob... Starting materials: Cl (HCl), BrC=1C=C(C=NC1)C(C(F)(F)F)NS(=O)C(C)(C)C (N-(1-(5-bromopyridin-3-yl)-2,2,2-trifluoroethyl)-2-methylpropane-2-sulfinamide). Run in CO (MeOH). Conditions: time 8 hour. Yields the product BrC=1C=C(C=NC1)C(C(F)(F)F)N (1-(5-bromopyridin-3-yl)-2,2,2-trifluoroethanamine). Reaction SMILES: Cl.[Br:2][C:3]1[CH:4]=[C:5]([CH:9]([NH:14]S(C(C)(C)C)=O)[C:10]([F:13])([F:12])[F:11])[CH:6]=[N:7][CH:8]=1>CO>[Br:2][C:3]1[CH:4]=[C:5]([CH:9]([NH2:14])[C:10]([F:11])([F:12])[F:13])[CH:6]=[N:7][CH:8]=1. Reported procedure: A solution of HCl (4 M in dioxane, 0.557 m, 2.23 mmol) was added to a solution of N-(1-(5-bromopyridin-3-yl)-2,2,2-trifluoroethyl)-2-methylpropane-2-sulfinamide (400 mg, 1.114 mmol) in MeOH (2.5 mL) at room temperature. The resulting mixture was stirred at this temperature for overnight. The solvent was removed in vacuum, and the residue was treated with saturated NaHCO3 solution and extracted with ethyl acetate. The combined extracts were dried over anhydrous Na2SO4. After filtration and concen... Reactants: C1=C/C(=C/NCCN/C=C/2\C(=O)C=CC=C2)/C(=O)C=C1 (salen ligand), [O-]CC.[O-]CC.[O-]CC.[Al+3] (aluminium triethoxide). Run in C1(=CC=CC=C1)C (toluene), C1(=CC=CC=C1)C (toluene). The product is C1=C/C(=C\NCCN/C=C\2/C=CC=CC2=O)/C(=O)C=C1 (salen). The yield is 114.7%. As a reaction SMILES: [CH:1]1[CH:20]=[CH:19][C:17](=[O:18])/[C:3](=[CH:4]\[NH:5][CH2:6][CH2:7][NH:8]/[CH:9]=[C:10]2\[C:11]([CH:13]=[CH:14][CH:15]=[CH:16]\2)=[O:12])/[CH:2]=1.[O-]CC.[O-]CC.[O-]CC.[Al+3]>C1(C)C=CC=CC=1>[CH:15]1[CH:14]=[CH:13][C:11](=[O:12])/[C:10](=[CH:9]/[NH:8][CH2:7][CH2:6][NH:5]/[CH:4]=[C:3]2/[CH:2]=[CH:1][CH:20]=[CH:19][C:17]/2=[O:18])/[CH:16]=1 |f:1.2.3.4|. Procedure details: Salen ligand (C0) (1.0 g, 3.9 mmol) and aluminium triethoxide (1.2 g, 7.4 mmol) were dissolved in dry toluene (25 mL). The reaction mixture was refluxed for 4 hours after which the toluene was evaporated and the resulting yellow residue taken up in dichloromethane and washed with water (3×100 mL) and saturated brine (100 mL). After evaporation of the organic phase, a light yellow powder was obtained which was washed with diethyl ether (ca. 50 mL) and dried to give salen complex (C1) (1.2 g, 49%)...